Dataset: the Open Reaction Database (ORD), a public repository of structured organic reaction records. Task: describe an organic reaction: reactants, conditions, products, and yield The reactants are CC(CN1C(C(=C(C1=O)C)C)=O)(CO)C (N-(2,2-dimethyl-3-hydroxypropyl)dimethylmaleimide), ClCC(=O)O (chloroacetic acid), S(O)(O)(=O)=O (sulfuric acid), C1(=CC=CC=C1)C (toluene). Solvent: O (water). Product: ClCC(=O)OC(C(C)(C)C)N1C(C(=C(C1=O)C)C)=O (N-(chloromethylcarbonyloxy-2,2-dimethylpropyl)dimethylmaleimide). Isolated yield 84.1%. Reaction SMILES: [CH3:1][C:2]([CH3:15])([CH2:13]O)[CH2:3][N:4]1[C:8](=[O:9])[C:7]([CH3:10])=[C:6]([CH3:11])[C:5]1=[O:12].[Cl:16][CH2:17][C:18]([OH:20])=[O:19].S(=O)(=O)(O)O.C1(C)C=CC=CC=1>O>[Cl:16][CH2:17][C:18]([O:20][CH:3]([N:4]1[C:8](=[O:9])[C:7]([CH3:10])=[C:6]([CH3:11])[C:5]1=[O:12])[C:2]([CH3:15])([CH3:13])[CH3:1])=[O:19]. Reported procedure: A mixture of 105.6 g (0.5 mole) of N-(2,2-dimethyl-3-hydroxypropyl)dimethylmaleimide, 56.7 g (0.6 mole) of chloroacetic acid, 5.9 g of concentrated sulfuric acid and 400 ml of toluene are heated as described in Example 1 until the formation of water (9 ml) has ceased. The reaction solution is worked up as in Example 1, affording 121 g of a colourless liquid. Reactants: FC1=CC=C2N=CC(N(C2=C1)CC=C)=O (7-fluoro-1-(2-propen-1-yl)-2(1H)-quinoxalinone), I(=O)(=O)(=O)[O-].[Na+] (sodium periodate). Reagents/catalysts: [Os](=O)(=O)(=O)=O (osmium tetroxide). The solvent is O1CCOCC1 (1,4-dioxane), O (water). Reaction conditions: time 1.5 hour. Product: FC1=CC=C2N=CC(N(C2=C1)CC=O)=O ((7-fluoro-2-oxo-1(2H)-quinoxalinyl)acetaldehyde). RXN SMILES: [F:1][C:2]1[CH:11]=[C:10]2[C:5]([N:6]=[CH:7][C:8](=[O:15])[N:9]2[CH2:12][CH:13]=C)=[CH:4][CH:3]=1.I([O-])(=O)(=O)=[O:17].[Na+]>O1CCOCC1.O.[Os](=O)(=O)(=O)=O>[F:1][C:2]1[CH:11]=[C:10]2[C:5]([N:6]=[CH:7][C:8](=[O:15])[N:9]2[CH2:12][CH:13]=[O:17])=[CH:4][CH:3]=1 |f:1.2|. Procedure details: A solution of 7-fluoro-1-(2-propen-1-yl)-2(1H)-quinoxalinone (2.4 g, 11.77 mmol) in 1,4-dioxane (140 ml) and water (250 ml) was treated with osmium tetroxide (4% solution in water; 14.5 ml) and sodium periodate (11.9 g) and the mixture was stirred at rt for 1.5 hours. It was evaporated to dryness onto silica gel and chromatographed on a 300 g silica gel column, eluting with 1:1 ethyl acetate-hexane then ethyl acetate. The early fractions gave (7-fluoro-2-oxo-1(2H)-quinoxalinyl)acetaldehyde which... Reactants: Nc1cccc(N2CCCC2)c1, NC(=O)c1cnc(NC2CCCCC2N)nc1Nc1ccc(-c2ccno2)cc1. The product is NC(=O)c1cnc(NC2CCCCC2N)nc1Nc1cccc(N2CCCC2)c1. As a reaction SMILES: [N:30]1([c:35]2[cH:36][c:37]([NH2:38])[cH:39][cH:40][cH:41]2)[CH2:31][CH2:32][CH2:33][CH2:34]1.[NH2:1][CH:2]1[CH:3]([NH:8][c:9]2[n:10][cH:11][c:12]([C:27](=[O:28])[NH2:29])[c:13]([NH:15][c:16]3[cH:17][cH:18][c:19](-[c:20]4[o:21][n:22][cH:23][cH:24]4)[cH:25][cH:26]3)[n:14]2)[CH2:4][CH2:5][CH2:6][CH2:7]1>>[NH2:1][CH:2]1[CH:3]([NH:8][c:9]2[n:10][cH:11][c:12]([C:27](=[O:28])[NH2:29])[c:13]([NH:38][c:37]3[cH:36][c:35]([N:30]4[CH2:31][CH2:32][CH2:33][CH2:34]4)[cH:41][cH:40][cH:39]3)[n:14]2)[CH2:4][CH2:5][CH2:6][CH2:7]1. Procedure: Magnesium metal (1.33 grams) and Dichloromethane (3.7 ml) were added to methanol (111 ml) and stirred for 1–2 hours. The mass was cooled to a temperature of 5–10° C., esomeprazole obtained in Example 2 (37.0 grams) and methanol (111.0 ml) were added accompanied by stirring for 15–30 minutes. The reaction mass was decomposed into water (666 ml) at a temperature of 5–10° C. over a period of 45–60 minutes, and then further stirred for 30–45 minutes to separate the solid mass. The solid mass was fil... Reactants: [Mg] (Magnesium), ClCCl (Dichloromethane), CO (methanol), CC=1C=NC(=C(C1OC)C)C[S+](C=2NC=3C=CC(=CC3N2)OC)[O-] (esomeprazole), CO (methanol). The solvent is O (water). As a reaction SMILES: [Mg:1].ClCCl.C[OH:6].[CH3:7][C:8]1[CH:9]=[N:10][C:11]([CH2:17][S+:18]([O-:30])[C:19]2[NH:20][C:21]3[CH:22]=[CH:23][C:24]([O:28][CH3:29])=[CH:25][C:26]=3[N:27]=2)=[C:12]([CH3:16])[C:13]=1[O:14][CH3:15]>O>[CH3:7][C:8]1[C:13]([O:14][CH3:15])=[C:12]([CH3:16])[C:11]([CH2:17][S:18]([C:19]2[N-:20][C:21]3[CH:22]=[CH:23][C:24]([O:28][CH3:29])=[CH:25][C:26]=3[N:27]=2)=[O:30])=[N:10][CH:9]=1.[CH3:7][C:8]1[C:13]([O:14][CH3:15])=[C:12]([CH3:16])[C:11]([CH2:17][S:18]([C:19]2[N-:20][C:21]3[CH:22]=[CH:23][C:24]([O:28][CH3:29])=[CH:25][C:26]=3[N:27]=2)=[O:30])=[N:10][CH:9]=1.[OH2:6].[OH2:14].[OH2:14].[Mg+2:1] |f:5.6.7.8.9.10|. Product: CC1=CN=C(C(=C1OC)C)CS(=O)C2=NC3=C([N-]2)C=CC(=C3)OC.CC1=CN=C(C(=C1OC)C)CS(=O)C2=NC3=C([N-]2)C=CC(=C3)OC.O.O.O.[Mg+2] (Esomeprazole magnesium trihydrate).